Dataset: the Open Reaction Database (ORD), a public repository of structured organic reaction records. Task: describe an organic reaction: reactants, conditions, products, and yield The reactants are C(=O)(O)C[C@@H]1CC(C2=CC=C(C=C2C1(C)C)C)(C)C ((S)-3-carboxymethyl-1,1,4,4,6-pentamethyl-1,2,3,4-tetrahydronapthalene), Cl (hydrochloric acid), [H-].[Al+3].[Li+].[H-].[H-].[H-] (lithium aluminum hydride), resultant mixture. Run in O1CCCC1 (tetrahydrofuran), O1CCCC1 (tetrahydrofuran). Conditions: temperature 60 celsius. Yields the product OCC[C@@H]1CC(C2=CC=C(C=C2C1(C)C)C)(C)C ((S)-3-(2-hydroxyethyl)-1,1,4,4,6-pentamethyl-1,2,3,4-tetrahydronaphthalene). Isolated yield 95.2%. Reaction SMILES: [H-].[Al+3].[Li+].[H-].[H-].[H-].[C:7]([CH2:10][C@H:11]1[C:20]([CH3:22])([CH3:21])[C:19]2[C:14](=[CH:15][CH:16]=[C:17]([CH3:23])[CH:18]=2)[C:13]([CH3:25])([CH3:24])[CH2:12]1)(O)=[O:8].Cl>O1CCCC1>[OH:8][CH2:7][CH2:10][C@H:11]1[C:20]([CH3:21])([CH3:22])[C:19]2[C:14](=[CH:15][CH:16]=[C:17]([CH3:23])[CH:18]=2)[C:13]([CH3:25])([CH3:24])[CH2:12]1 |f:0.1.2.3.4.5|. Reported procedure: A suspension of lithium aluminum hydride (16.8 g; 0.442 mol) in tetrahydrofuran (200 ml) was heated up to 60° C., a solution of (S)-3-carboxymethyl-1,1,4,4,6-pentamethyl-1,2,3,4-tetrahydronapthalene ([α]546 +25.3° (C=1 in benzene)) (76.4 g; 0.294 mol) in tetrahydrofuran was added dropwise thereto. The resultant mixture was stirred at 60° C. for 2 hours. The reaction mixture was cooled, treated with dilute hydrochloric acid and extracted with toluene (200 ml). The extract was washed with dilute h... Starting materials: C(C)(=O)NC1=C(C=C(C=C1)S(=O)(=O)N)[N+](=O)[O-] (4-acetylamino-3-nitrobenzenesulfonamide), Cl (hydrochloric acid). The product is NC1=C(C=C(C=C1)S(=O)(=O)N)[N+](=O)[O-] (4-amino-3-nitrobenzenesulfonamide). As a reaction SMILES: C([NH:4][C:5]1[CH:10]=[CH:9][C:8]([S:11]([NH2:14])(=[O:13])=[O:12])=[CH:7][C:6]=1[N+:15]([O-:17])=[O:16])(=O)C.Cl>>[NH2:4][C:5]1[CH:10]=[CH:9][C:8]([S:11]([NH2:14])(=[O:13])=[O:12])=[CH:7][C:6]=1[N+:15]([O-:17])=[O:16]. Reported procedure: 7.5 G. of 4-acetylamino-3-nitrobenzenesulfonamide is dissolved in 60 ml. of 6N hydrochloric acid and refluxed for 2 hours. The reaction mixture is cooled, filtered, and the solid material washed with water and dried. The dried 4-amino-3-nitrobenzenesulfonamide has a m.p. of 280°-210° C. and is of sufficient purity for use in the next step. The reactants are CCCCC(Oc1ccc2c(c1)CC(NCc1ccccc1)CC2)C(=O)OCC, CCO, Cl. Yields the product Cl, CCCCC(Oc1ccc2c(c1)CC(N)CC2)C(=O)OCC. Reaction SMILES: [CH2:2]([c:3]1[cH:4][cH:5][cH:6][cH:7][cH:8]1)[NH:9][CH:10]1[CH2:11][c:12]2[cH:13][c:14]([O:20][CH:21]([CH2:22][CH2:23][CH2:24][CH3:25])[C:26](=[O:27])[O:28][CH2:29][CH3:30])[cH:15][cH:16][c:17]2[CH2:18][CH2:19]1.[CH3:31][CH2:32][OH:33].[ClH:1]>>[ClH:1].[NH2:9][CH:10]1[CH2:11][c:12]2[cH:13][c:14]([O:20][CH:21]([CH2:22][CH2:23][CH2:24][CH3:25])[C:26](=[O:27])[O:28][CH2:29][CH3:30])[cH:15][cH:16][c:17]2[CH2:18][CH2:19]1. Starting materials: CC(C)(C)OC(=O)N1CCC(NC(=O)OCc2ccccc2)C(OC(=O)c2ccc([N+](=O)[O-])cc2)C1, C1CCOC1, [Li+], [OH-], O. Yields the product CC(C)(C)OC(=O)N1CCC(NC(=O)OCc2ccccc2)C(O)C1. As a reaction SMILES: [C:1]([CH3:2])([CH3:3])([CH3:4])[O:5][C:6](=[O:7])[N:8]1[CH2:9][CH:10]([O:25][C:26](=[O:27])[c:28]2[cH:29][cH:30][c:31]([N+:32]([O-:33])=[O:34])[cH:35][cH:36]2)[CH:11]([NH:14][C:15](=[O:16])[O:17][CH2:18][c:19]2[cH:20][cH:21][cH:22][cH:23][cH:24]2)[CH2:12][CH2:13]1.[CH2:39]1[O:40][CH2:41][CH2:42][CH2:43]1.[Li+:38].[OH-:37].[OH2:44]>>[C:1]([CH3:2])([CH3:3])([CH3:4])[O:5][C:6](=[O:7])[N:8]1[CH2:9][CH:10]([OH:25])[CH:11]([NH:14][C:15](=[O:16])[O:17][CH2:18][c:19]2[cH:20][cH:21][cH:22][cH:23][cH:24]2)[CH2:12][CH2:13]1. The reactants are CC1(CCC=CC1=O)C (6,6-Dimethyl-cyclohex-2-en-1-one), C(C)(C)C(=O)C (isopropyl-methyl ketone), C(=O)C=C (acrolein). As a reaction SMILES: [CH3:1][C:2]1([CH3:9])[C:7](=[O:8])[CH:6]=[CH:5][CH2:4][CH2:3]1.[CH:10]([C:13]([CH3:15])=O)([CH3:12])[CH3:11].[CH:16](C=C)=O>>[CH3:1][C:2]1([CH3:9])[CH2:3][CH2:4][CH:5]2[CH:6]([CH:15]([CH3:16])[CH:13]=[C:10]([CH3:12])[CH2:11]2)[CH:7]1[OH:8]. Product: CC1(C(C2C(C=C(CC2CC1)C)C)O)C (1,2,3,4,4a, 5,8,8a-octahydro-2,2,6,8-tetramethyl-1-naphthalenol). Procedure: 6,6-Dimethyl-cyclohex-2-en-1-one, used as starting material in the above described process, can be prepared starting from isopropyl-methyl ketone and acrolein according to a condensation reaction in the presence of an acidic dehydrating agent as indicated hereinbelow: ##STR12## Reactants: COC(=O)c1cn(COCC[Si](C)(C)C)cn1, CCOC(C)=O, ClC(Cl)(Cl)Cl, CC(C)(C#N)N=NC(C)(C)C#N, O=C1CCC(=O)N1Br. The product is COC(=O)c1cn(COCC[Si](C)(C)C)c(Br)n1. As a reaction SMILES: [CH3:1][O:2][C:3](=[O:4])[c:5]1[n:6][cH:7][n:8]([CH2:10][O:11][CH2:12][CH2:13][Si:14]([CH3:15])([CH3:16])[CH3:17])[cH:9]1.[CH3:43][CH2:44][O:45][C:46]([CH3:47])=[O:48].[Cl:38][C:39]([Cl:40])([Cl:41])[Cl:42].[N:26]#[C:27][C:28]([N:29]=[N:30][C:31]([C:32]#[N:33])([CH3:34])[CH3:35])([CH3:36])[CH3:37].[O:18]=[C:19]1[N:20]([Br:25])[C:21](=[O:22])[CH2:23][CH2:24]1>>[CH3:1][O:2][C:3](=[O:4])[c:5]1[n:6][c:7]([Br:25])[n:8]([CH2:10][O:11][CH2:12][CH2:13][Si:14]([CH3:15])([CH3:16])[CH3:17])[cH:9]1. The reactants are ice water, ClC1=CC=C(C=C1)N1S(C2=C(N(C1=O)C)C=C(C=C2)O)(=O)=O (2-(4-chlorophenyl)-6-hydroxy-4-methyl-2H-1,2,4-benzothiadiazine-3(4H)-one 1,1-dioxide), C([O-])([O-])=O.[K+].[K+] (potassium carbonate), ICC(C)C (1-iodoisobutane). Solvent: C(=O)N (formamide). Conditions: temperature 60 celsius, time 2 hour. Product: ClC1=CC=C(C=C1)N1S(C2=C(N(C1=O)C)C=C(C=C2)OCC(C)C)(=O)=O (2-(4-chlorophenyl)-4-methyl-6-(2-methylpropoxy)-2H-1,2,4-benzothiadiazine-3(4H)-one 1,1-dioxide). The yield is 58.0%. RXN SMILES: [Cl:1][C:2]1[CH:7]=[CH:6][C:5]([N:8]2[C:13](=[O:14])[N:12]([CH3:15])[C:11]3[CH:16]=[C:17]([OH:20])[CH:18]=[CH:19][C:10]=3[S:9]2(=[O:22])=[O:21])=[CH:4][CH:3]=1.C(=O)([O-])[O-].[K+].[K+].I[CH2:30][CH:31]([CH3:33])[CH3:32]>C(N)=O>[Cl:1][C:2]1[CH:7]=[CH:6][C:5]([N:8]2[C:13](=[O:14])[N:12]([CH3:15])[C:11]3[CH:16]=[C:17]([O:20][CH2:30][CH:31]([CH3:33])[CH3:32])[CH:18]=[CH:19][C:10]=3[S:9]2(=[O:21])=[O:22])=[CH:4][CH:3]=1 |f:1.2.3|. Procedure: A suspension of 2-(4-chlorophenyl)-6-hydroxy-4-methyl-2H-1,2,4-benzothiadiazine-3(4H)-one 1,1-dioxide (250 mg), potassium carbonate (122 mg) and 1-iodoisobutane (163 mg) in N,Ndimethyl formamide (1 ml) was stirred for 2 hours at 60° C. The mixture was poured into ice water. The separated solid was collected by filtration, dried, and recrystallized from ethanol to yield 2-(4-chlorophenyl)-4-methyl-6-(2-methylpropoxy)-2H-1,2,4-benzothiadiazine-3(4H)-one 1,1-dioxide (169 mg).